Dataset: the Open Reaction Database (ORD), a public repository of structured organic reaction records. Task: describe an organic reaction: reactants, conditions, products, and yield Reactants: ice, O.O.[Cl-].[Ca+2].[Cl-] (calcium chloride dihydrate), C(C)C1(NC(CC(=N1)CC)(C)CC)C (2,4,6-triethyl-2,6-dimethyl-1,2,5,6-tetrahydropyrimidine), C(C)C(=O)C (methyl ethyl ketone), aqueous solution, [OH-].[Na+] (sodium hydroxide). Solvent: O (water). Reaction conditions: temperature 60 celsius, time 15 hour. The product is C(C)C1(NC(CC(C1C)=O)(C)CC)C (2,6-diethyl-2,3,6-trimethyl-4-piperidone). Isolated yield 82.2%. RXN SMILES: [CH2:1]([C:3]1([CH3:14])N=[C:7]([CH2:9][CH3:10])[CH2:6][C:5]([CH2:12][CH3:13])([CH3:11])[NH:4]1)[CH3:2].C(C(C)=[O:18])C.O.O.[Cl-].[Ca+2].[Cl-].[OH-].[Na+]>O>[CH2:1]([C:3]1([CH3:14])[CH:9]([CH3:10])[C:7](=[O:18])[CH2:6][C:5]([CH2:12][CH3:13])([CH3:11])[NH:4]1)[CH3:2] |f:2.3.4.5.6,7.8|. Procedure: To an ice-cooled mixture of 39.2 g of 2,4,6-triethyl-2,6-dimethyl-1,2,5,6-tetrahydropyrimidine and 18.0 g of methyl ethyl ketone were added 14.7 g of powdered calcium chloride dihydrate, followed by 3 ml of water. The resulting mixture was heated at 60° C, with stirring, for 15 hours, made alkaline by the addition of a 35% aqueous solution of sodium hydroxide and extracted with diethyl ether. The etheral solution was then dried over potassium carbonate and the diethyl ether was evaporated off. T...